Dataset: the Open Reaction Database (ORD), a public repository of structured organic reaction records. Task: describe an organic reaction: reactants, conditions, products, and yield Starting materials: CC1=CC=C(C=C1)S(=O)(=O)N[C@@H](CC2=CNC3=CC=CC=C32)C(=O)NCCCC[C@@H](C(=O)O)N(CC(C)C)S(=O)(=O)C4=CC=C(C=C4)C (Nα-isobutyl-Nα-(4-methylbenzenesulfonyl)-Nε-[N′α-(4-methylbenzenesulfonyl)-L-tryptophanyl]-L-lysine), product, OCC(O)CO (glycerol), C(CCl)Cl (EDC). Run in CN(C)C=O (DMF), C(CC(O)(C(=O)O)CC(=O)O)(=O)O (citric acid). Conditions: time 8 hour. The product is CC1=CC=C(C=C1)S(=O)(=O)N[C@@H](CC2=CNC3=CC=CC=C32)C(=O)NCCCC[C@@H](C(=O)OCC(CO)O)N(CC(C)C)S(=O)(=O)C4=CC=C(C=C4)C (Nα-isobutyl-Nα-(4-methylbenzenesulfonyl)-Nε-[N′α-(4-methylbenzenesulfonyl)-L-tryptophanyl]-L-lysine 2,3-dihydroxypropyl ester). Isolated yield 38.9%. RXN SMILES: [CH3:1][C:2]1[CH:7]=[CH:6][C:5]([S:8]([NH:11][C@H:12]([C:23]([NH:25][CH2:26][CH2:27][CH2:28][CH2:29][C@H:30]([N:34]([S:39]([C:42]2[CH:47]=[CH:46][C:45]([CH3:48])=[CH:44][CH:43]=2)(=[O:41])=[O:40])[CH2:35][CH:36]([CH3:38])[CH3:37])[C:31]([OH:33])=[O:32])=[O:24])[CH2:13][C:14]2[C:22]3[C:17](=[CH:18][CH:19]=[CH:20][CH:21]=3)[NH:16][CH:15]=2)(=[O:10])=[O:9])=[CH:4][CH:3]=1.[OH:49][CH2:50][CH:51]([CH2:53]O)[OH:52].C(Cl)CCl>CN(C=O)C.C(O)(=O)CC(CC(O)=O)(C(O)=O)O>[CH3:1][C:2]1[CH:7]=[CH:6][C:5]([S:8]([NH:11][C@H:12]([C:23]([NH:25][CH2:26][CH2:27][CH2:28][CH2:29][C@H:30]([N:34]([S:39]([C:42]2[CH:43]=[CH:44][C:45]([CH3:48])=[CH:46][CH:47]=2)(=[O:41])=[O:40])[CH2:35][CH:36]([CH3:38])[CH3:37])[C:31]([O:33][CH2:53][CH:51]([OH:52])[CH2:50][OH:49])=[O:32])=[O:24])[CH2:13][C:14]2[C:22]3[C:17](=[CH:18][CH:19]=[CH:20][CH:21]=3)[NH:16][CH:15]=2)(=[O:9])=[O:10])=[CH:4][CH:3]=1. Reported procedure: A solution of Nα-isobutyl-Nα-(4-methylbenzenesulfonyl)-Nε-[N′α-(4-methylbenzenesulfonyl)-L-tryptophanyl]-L-lysine (product of example 2, 70 mg, 0.1 mmol) in DMF (1 mL) was treated with glycerol (100 mg) and EDC (100 mg, 0.5 mmol) and stirred overnight. The solution is then poured in 5% citric acid and extracted with EtOAc (5 mL). The solvent was evaporated and the residue was purified by preparative HPLC to yield 30 mg (40%) of the desired ester. Starting materials: [Na] (sodium), C(C)O (ethanol), NC1=C(C(=O)NC2=NN=NN2)C=CC=C1 (2-amino-N-(1H-tetrazol-5-yl)benzamide), C(C(=O)OCC)(=O)OCC (diethyl oxalate). The solvent is O (water), C(C)(=O)O (acetic acid). Reaction conditions: temperature 50 celsius. The product is C(C)OC(C(NC1=C(C=CC=C1)C(=O)NC1=NN=NN1)=O)=O (2-oxo-N-[2-((1H-tetrazol-5-yl)aminocarbonyl)phenyl]glycine ethyl ester). Reaction SMILES: [Na].C(O)C.[NH2:5][C:6]1[CH:19]=[CH:18][CH:17]=[CH:16][C:7]=1[C:8]([NH:10][C:11]1[NH:15][N:14]=[N:13][N:12]=1)=[O:9].[C:20](OCC)(=[O:26])[C:21]([O:23][CH2:24][CH3:25])=[O:22]>O.C(O)(=O)C>[CH2:24]([O:23][C:21](=[O:22])[C:20](=[O:26])[NH:5][C:6]1[CH:19]=[CH:18][CH:17]=[CH:16][C:7]=1[C:8]([NH:10][C:11]1[NH:15][N:14]=[N:13][N:12]=1)=[O:9])[CH3:25] |^1:0|. Reported procedure: To a solution of 2.3 g of sodium and 200 ml of ethanol was added 5.1 g of 2-amino-N-(1H-tetrazol-5-yl)benzamide and 11.0 g of diethyl oxalate. The resulting solution was heated at 50° C. for 20 hours and then acidified with glacial acetic acid. The clear acid solution obtained was diluted with water and the solid which formed was separated by filtration, washed with water and air-dried to give 2-oxo-N-[2-((1H-tetrazol-5-yl)aminocarbonyl)phenyl]glycine ethyl ester melting at about 231°-232° C. The reactants are N1CCOCC1 (morpholine), [N+](=O)([O-])C1=CC=C(C=O)C=C1 (4-nitrobenzaldehyde), C1CCCC2=NC3=CC=CC=C3C(=C12)N (1,2,3,4-Tetrahydro-9-acridinamine), ( 48 ), aldehyde, ( 24 ). The solvent is C1(=CC=CC=C1)C (toluene). Product: [N+](=O)([O-])C1=CC=C(C=C1)C=NC=1C2=CC=CC=C2N=C2CCCCC12 (N-[(4-Nitrophenyl)methylene]-1,2,3,4-tetrahydro-9-acridinamine). Yield: 50.6%. As a reaction SMILES: [CH2:1]1[C:14]2[C:5](=[N:6][C:7]3[C:12]([C:13]=2[NH2:15])=[CH:11][CH:10]=[CH:9][CH:8]=3)[CH2:4][CH2:3][CH2:2]1.N1CCOCC1.[N+:22]([C:25]1[CH:32]=[CH:31][C:28]([CH:29]=O)=[CH:27][CH:26]=1)([O-:24])=[O:23]>C1(C)C=CC=CC=1>[N+:22]([C:25]1[CH:32]=[CH:31][C:28]([CH:29]=[N:15][C:13]2[C:12]3[C:7]([N:6]=[C:5]4[C:14]=2[CH2:1][CH2:2][CH2:3][CH2:4]4)=[CH:8][CH:9]=[CH:10][CH:11]=3)=[CH:27][CH:26]=1)([O-:24])=[O:23]. Procedure details: 1,2,3,4-Tetrahydro-9-acridinamine (4.0 g) was refluxed in 400 ml of toluene containing morpholine (3.5 g) and 4-nitrobenzaldehyde (3.78 g). After forty-eight (48) hours an additional 3.78 g of aldehyde was added and reflux was continued for an additional twenty-four (24) hours. At the end of this time the reaction mixture was concentrated and purified by flash chromatography. Fractions containing the product were concentrated and recrystallized from CH2Cl2 /pentane to give 3.38 g of product, m.p... Reactants: C1(CCCCC1)N=C=NC1CCCCC1 (N,N′-dicyclohexylcarbodiimide), COC1=CC=C(C=C1)S(=O)(=O)NC1=C(C=CC=C1)/C=C/C1=CC=[N+](C=C1)[O-] ((E) -4-(2-(2-(N-(4-Methoxybenzenesulfonyl)amino)phenyl)ethenyl) pyridine 1-oxide), C(Cl)Cl (methylene chloride), CN1CCN(CC1)CC(=O)O (4-methylpiperazin-1-yl acetic acid), N1(CCCC1)C1=CC=NC=C1 (4-pyrrolidinopyridine), hydrochloric acid-ether, C(Cl)Cl (methylene chloride). Yields the product Cl.CN1CCN(CC1)CC(=O)N(S(=O)(=O)C1=CC=C(C=C1)OC)C1=C(C=CC=C1)/C=C/C1=CC=[N+](C=C1)[O-] ((E)-4-(2-(2-(N-(4-Methylpiperazin-1-yl)acetyl-N-(4-methoxy -benzenesulfonyl)amino)phenyl)ethenyl)pyridine 1-oxide hydrochloride). Reaction SMILES: [CH3:1][O:2][C:3]1[CH:8]=[CH:7][C:6]([S:9]([NH:12][C:13]2[CH:18]=[CH:17][CH:16]=[CH:15][C:14]=2/[CH:19]=[CH:20]/[C:21]2[CH:26]=[CH:25][N+:24]([O-:27])=[CH:23][CH:22]=2)(=[O:11])=[O:10])=[CH:5][CH:4]=1.[CH3:28][N:29]1[CH2:34][CH2:33][N:32]([CH2:35][C:36](O)=[O:37])[CH2:31][CH2:30]1.N1(C2C=CN=CC=2)CCCC1.C1(N=C=NC2CCCCC2)CCCCC1.C(Cl)[Cl:66]>>[ClH:66].[CH3:28][N:29]1[CH2:34][CH2:33][N:32]([CH2:35][C:36]([N:12]([C:13]2[CH:18]=[CH:17][CH:16]=[CH:15][C:14]=2/[CH:19]=[CH:20]/[C:21]2[CH:22]=[CH:23][N+:24]([O-:27])=[CH:25][CH:26]=2)[S:9]([C:6]2[CH:7]=[CH:8][C:3]([O:2][CH3:1])=[CH:4][CH:5]=2)(=[O:11])=[O:10])=[O:37])[CH2:31][CH2:30]1 |f:5.6|. Procedure details: (E) -4-(2-(2-(N-(4-Methoxybenzenesulfonyl)amino)phenyl)ethenyl) pyridine 1-oxide (0.96 g) was dissolved in methylene chloride (25 ml), and 4-methylpiperazin-1-yl acetic acid (0.99 g) prepared in Reference Example 1 and 4-pyrrolidinopyridine (37 mg) were added thereto. To the mixture was added dropwise N,N′-dicyclohexylcarbodiimide (1.29 g) dissolved in methylene chloride (13 ml), and the mixture was stirred over night at room temperature. The reaction solution was filtered and the filtrate was c... Reactants: CC(C)(C)N=C=O, C1CCOC1, NC(=O)CC(NC(=O)c1ccc2ccccc2n1)C(=O)NC(Cc1ccccc1)C(O)CN(N)CC1CCCCC1. Yields the product CC(C)(C)NC(=O)NN(CC1CCCCC1)CC(O)C(Cc1ccccc1)NC(=O)C(CC(N)=O)NC(=O)c1ccc2ccccc2n1. Reaction SMILES: [C:42]([CH3:43])([CH3:44])([CH3:45])[N:46]=[C:47]=[O:48].[CH2:49]1[O:50][CH2:51][CH2:52][CH2:53]1.[OH:1][CH:2]([CH2:3][N:4]([NH2:5])[CH2:6][CH:7]1[CH2:8][CH2:9][CH2:10][CH2:11][CH2:12]1)[CH:13]([CH2:14][c:15]1[cH:16][cH:17][cH:18][cH:19][cH:20]1)[NH:21][C:22]([CH:23]([NH:24][C:25](=[O:26])[c:27]1[n:28][c:29]2[cH:30][cH:31][cH:32][cH:33][c:34]2[cH:35][cH:36]1)[CH2:37][C:38]([NH2:39])=[O:40])=[O:41]>>[OH:1][CH:2]([CH2:3][N:4]([NH:5][C:47]([NH:46][C:42]([CH3:43])([CH3:44])[CH3:45])=[O:48])[CH2:6][CH:7]1[CH2:8][CH2:9][CH2:10][CH2:11][CH2:12]1)[CH:13]([CH2:14][c:15]1[cH:16][cH:17][cH:18][cH:19][cH:20]1)[NH:21][C:22]([CH:23]([NH:24][C:25](=[O:26])[c:27]1[n:28][c:29]2[cH:30][cH:31][cH:32][cH:33][c:34]2[cH:35][cH:36]1)[CH2:37][C:38]([NH2:39])=[O:40])=[O:41]. The reactants are ClC1=NC=C(C(=N1)NC=1C=C(C=CC1)CCC#N)Cl (3-[3-(2,5-Dichloro-pyrimidin-4-ylamino)-phenyl]-propionitrile), NC1=CC2=C(CCCC(N2CC)=O)C=C1 (8-Amino-1-ethyl-1,3,4,5-tetrahydro-1-benzazepin-2-one). Product: ClC=1C(=NC(=NC1)NC1=CC2=C(CCCC(N2CC)=O)C=C1)NC=1C=C(C=CC1)CCC#N (3-{3-[5-Chloro-2-(1-ethyl-2-oxo-2,3,4,5-tetrahydro-1H-1-benzazepin-8-ylamino)-pyrimidin-4-ylamino]-phenyl}-propionitrile), Title compound. As a reaction SMILES: Cl[C:2]1[N:7]=[C:6]([NH:8][C:9]2[CH:10]=[C:11]([CH2:15][CH2:16][C:17]#[N:18])[CH:12]=[CH:13][CH:14]=2)[C:5]([Cl:19])=[CH:4][N:3]=1.[NH2:20][C:21]1[CH:34]=[CH:33][C:24]2[CH2:25][CH2:26][CH2:27][C:28](=[O:32])[N:29]([CH2:30][CH3:31])[C:23]=2[CH:22]=1>>[Cl:19][C:5]1[C:6]([NH:8][C:9]2[CH:10]=[C:11]([CH2:15][CH2:16][C:17]#[N:18])[CH:12]=[CH:13][CH:14]=2)=[N:7][C:2]([NH:20][C:21]2[CH:34]=[CH:33][C:24]3[CH2:25][CH2:26][CH2:27][C:28](=[O:32])[N:29]([CH2:30][CH3:31])[C:23]=3[CH:22]=2)=[N:3][CH:4]=1. Procedure details: 3-{3-[5-Chloro-2-(1-ethyl-2-oxo-2,3,4,5-tetrahydro-1H-1-benzazepin-8-ylamino)-pyrimidin-4-ylamino]-phenyl}-propionitrile was prepared from 3-[3-(2,5-Dichloro-pyrimidin-4-ylamino)-phenyl]-propionitrile and 8-Amino-1-ethyl-1,3,4,5-tetrahydro-1-benzazepin-2-one) in an analogous manner to Example 1d. Title compound isolated as a white foam. Purity 99% (HPLC). LCMS: 462.50 (M+H). 1H-NMR (CDCl3, 400 MHz) δ 8.10 (s, 1H), 7.96 (bs, 1H), 7.66 (bs, 1H), 7.62 (s, 1H), 7.28-7.26 (m, 2H), 7.25-7.23 (m, 1H), ... The reactants are sodium bichromate dihydrate, S(O)(O)(=O)=O (sulfuric acid), O1N=C(C2=C1C=CC=C2)C(C)O (1-(1,2-benzisoxazol-3-yl)ethanol). Run in O (water), C(C)OCC (diethyl ether), O (water). Run at time 1 hour. Product: O1N=C(C2=C1C=CC=C2)C(C)=O (1-(1,2-benzisoxazol-3-yl)ethanone). RXN SMILES: S(=O)(=O)(O)O.[O:6]1[C:10]2[CH:11]=[CH:12][CH:13]=[CH:14][C:9]=2[C:8]([CH:15]([OH:17])[CH3:16])=[N:7]1>O.C(OCC)C>[O:6]1[C:10]2[CH:11]=[CH:12][CH:13]=[CH:14][C:9]=2[C:8]([C:15](=[O:17])[CH3:16])=[N:7]1. Reported procedure: A mixture of 1.1 g of sodium bichromate dihydrate and 0.8 ml of sulfuric acid in 5 ml of water is slowly added dropwise to 1.6 g of 1-(1,2-benzisoxazol-3-yl)ethanol in 5 ml of diethyl ether. This mixture is stirred for 1 hour at room temperatur and then, with ice cooling, 50 ml of water are added and extraction wth diethyl ether is carried out three times. The combined ethereal extracts are washed once with a saturated solution of sodium bicarbonate, once with water and finally once with a satur...